Dataset: the Open Reaction Database (ORD), a public repository of structured organic reaction records. Task: describe an organic reaction: reactants, conditions, products, and yield The reactants are ClC(Cl)(Cl)Cl, CCC(C)(C)c1ccc(OCCCCNC(=O)c2ccc3ccccc3c2O)c(C(C)(C)CC)c1, ClSc1nnnn1-c1ccccc1. The product is CCC(C)(C)c1ccc(OCCCCNC(=O)c2cc(Sc3nnnn3-c3ccccc3)c3ccccc3c2O)c(C(C)(C)CC)c1. As a reaction SMILES: [C:49]([Cl:50])([Cl:51])([Cl:52])[Cl:53].[OH:1][c:2]1[c:3]([C:12](=[O:13])[NH:14][CH2:15][CH2:16][CH2:17][CH2:18][O:19][c:20]2[c:21]([C:31]([CH3:32])([CH3:33])[CH2:34][CH3:35])[cH:22][c:23]([C:26]([CH3:27])([CH3:28])[CH2:29][CH3:30])[cH:24][cH:25]2)[cH:4][cH:5][c:6]2[cH:7][cH:8][cH:9][cH:10][c:11]12.[c:36]1(-[n:42]2[n:43][n:44][n:45][c:46]2[S:47][Cl:48])[cH:37][cH:38][cH:39][cH:40][cH:41]1>>[OH:1][c:2]1[c:3]([C:12](=[O:13])[NH:14][CH2:15][CH2:16][CH2:17][CH2:18][O:19][c:20]2[c:21]([C:31]([CH3:32])([CH3:33])[CH2:34][CH3:35])[cH:22][c:23]([C:26]([CH3:27])([CH3:28])[CH2:29][CH3:30])[cH:24][cH:25]2)[cH:4][c:5]([S:47][c:46]2[n:42](-[c:36]3[cH:37][cH:38][cH:39][cH:40][cH:41]3)[n:43][n:44][n:45]2)[c:6]2[cH:7][cH:8][cH:9][cH:10][c:11]12. Run in C=1(C(=CC=CC1)C)C (xylene). Procedure details: To BOC-L-prolinol (10 mmol) in xylene (10 mL) was added KOH (20 mmol), 4-tosyloxymethyl-N-carbobenzyloxy piperidine (11 mmol) and the reaction was heated to reflux for 3 hours. The reaction mixture was stirred at room temperature for 16 hours, quenched with NH4Cl, extracted with ethyl acetate and purified by column chromatography to provide the title ether. Reaction conditions: time 16 hour. Reaction SMILES: [C:1]([N:8]1[CH2:14][CH2:13][CH2:12][C@H:9]1[CH2:10][OH:11])([O:3][C:4]([CH3:7])([CH3:6])[CH3:5])=[O:2].[OH-].[K+].S(O[CH2:28][CH:29]1[CH2:34][CH2:33][N:32]([C:35]([O:37][CH2:38][C:39]2[CH:44]=[CH:43][CH:42]=[CH:41][CH:40]=2)=[O:36])[CH2:31][CH2:30]1)(C1C=CC(C)=CC=1)(=O)=O>C1(C)C(C)=CC=CC=1>[CH3:5][C:4]([CH3:7])([O:3][C:1]([N:8]1[CH2:14][CH2:13][CH2:12][C@H:9]1[CH2:10][O:11][CH2:28][CH:29]1[CH2:34][CH2:33][N:32]([C:35]([O:37][CH2:38][C:39]2[CH:40]=[CH:41][CH:42]=[CH:43][CH:44]=2)=[O:36])[CH2:31][CH2:30]1)=[O:2])[CH3:6] |f:1.2|. Reactants: C(=O)(OC(C)(C)C)N1[C@H](CO)CCC1 (BOC-L-prolinol), [OH-].[K+] (KOH), S(=O)(=O)(C1=CC=C(C)C=C1)OCC1CCN(CC1)C(=O)OCC1=CC=CC=C1 (4-tosyloxymethyl-N-carbobenzyloxy piperidine). Product: CC(C)(OC(=O)N1[C@@H](CCC1)COCC1CCN(CC1)C(=O)OCC1=CC=CC=C1)C ((S)-4-[[[1-[(1,1-Dimethylethoxy)carbonyl]-2-pyrrolidinyl]methoxy]methyl]-1-piperidinecarboxylic acid, phenylmethyl ester). Starting materials: NC1=CC(=C(C(=O)NCC2CCN(CC2)CCCCNCC2=CC=CC=C2)C=C1Cl)OC (4-Amino-N-((1-(4-benzylaminobutyl)piperidin-4-yl)methyl)-5-chloro-2-methoxybenzamide), C(C)=O (acetaldehyde), C(#N)[BH3-].[Na+] (sodium cyanoborohydride). Yields the product NC1=CC(=C(C(=O)NCC2CCN(CC2)CCCCN(CC2=CC=CC=C2)CC)C=C1Cl)OC (4-amino-5-chloro-N-((1-(4-(N-ethyl-N-benzylamino)butyl)piperidin-4-yl)methyl)-2-methoxybenzamide). Reaction SMILES: [NH2:1][C:2]1[C:29]([Cl:30])=[CH:28][C:5]([C:6]([NH:8][CH2:9][CH:10]2[CH2:15][CH2:14][N:13]([CH2:16][CH2:17][CH2:18][CH2:19][NH:20][CH2:21][C:22]3[CH:27]=[CH:26][CH:25]=[CH:24][CH:23]=3)[CH2:12][CH2:11]2)=[O:7])=[C:4]([O:31][CH3:32])[CH:3]=1.[CH:33](=O)[CH3:34].C([BH3-])#N.[Na+]>>[NH2:1][C:2]1[C:29]([Cl:30])=[CH:28][C:5]([C:6]([NH:8][CH2:9][CH:10]2[CH2:11][CH2:12][N:13]([CH2:16][CH2:17][CH2:18][CH2:19][N:20]([CH2:33][CH3:34])[CH2:21][C:22]3[CH:27]=[CH:26][CH:25]=[CH:24][CH:23]=3)[CH2:14][CH2:15]2)=[O:7])=[C:4]([O:31][CH3:32])[CH:3]=1 |f:2.3|. Procedure: 4-Amino-N-((1-(4-benzylaminobutyl)piperidin-4-yl)methyl)-5-chloro-2-methoxybenzamide (0.5 g) as starting compound, acetaldehyde (0.07 ml) and sodium cyanoborohydride (0.15 g) were reacted and treated in the same manner as in Example 136 to give 0.35 g of 4-amino-5-chloro-N-((1-(4-(N-ethyl-N-benzylamino)butyl)piperidin-4-yl)methyl)-2-methoxybenzamide. Product: FC=1C=C2C=CC(=NC2=CC1F)C (6,7-difluoro-2-methylquinoline). Procedure details: 25.0 g of 3,4-difluoroaniline are dissolved in 120 of 2-butanol. 50 ml of a saturated solution of hydrogen chloride in 2-butanol are added slowly and afterwards 47.6 g (0.1936 mol) of p-chloranil are also added. With a good stirring and at reflux temperature (100-110° C.) a solution of 19.4 ml (0.236 mol) of crotonaldehyde in 45 ml of butan-2-ol is dropped slowly (ca. 2 hr). The whole is refluxed for two additional hours and then evaporated to dryness. The residue is taken with excess THF and is... As a reaction SMILES: [F:1][C:2]1[CH:3]=[C:4]([CH:6]=[CH:7][C:8]=1[F:9])[NH2:5].Cl.[C:11]1(Cl)[C:17](=O)C(Cl)=C(Cl)[C:13](=O)[C:12]=1Cl.C(=O)/C=C/C>CC(O)CC.O>[F:9][C:8]1[CH:7]=[C:6]2[C:4](=[CH:3][C:2]=1[F:1])[N:5]=[C:12]([CH3:13])[CH:11]=[CH:17]2. Reactants: saturated solution, Cl (hydrogen chloride), C1(=C(C(=O)C(=C(C1=O)Cl)Cl)Cl)Cl (p-chloranil), FC=1C=C(N)C=CC1F (3,4-difluoroaniline), C(\C=C\C)=O (crotonaldehyde). The solvent is CC(CC)O (2-butanol), CC(CC)O (2-butanol), CC(CC)O (butan-2-ol), O (water). Starting materials: C(#N)C=C(C1=CC(=C(C=C1)OC)OC)C=1C=CC(=C(C1)NC(C)=O)OC (N-{5-[2-cyano-1-(3,4-dimethoxy-phenyl)-vinyl]-2-methoxy-phenyl}-acetamide), crude product, NC=1C=C(C=CC1OC)C(=CC#N)C1=CC(=C(C=C1)OC)OCC (3-(3-amino-4-methoxy-phenyl)-3-(3-ethoxy-4-methoxy-phenyl)-acrylonitrile), C(C)(=O)Cl (acetyl chloride). Run in CCCCCC (hexane). Product: C(#N)C=C(C1=CC(=C(C=C1)OC)OCC)C=1C=CC(=C(C1)NC(C)=O)OC (N-{5-[2-cyano-1-(3-ethoxy-4-methoxy-phenyl)-vinyl]-2-methoxy-phenyl}-acetamide). Yield: 41.0%. RXN SMILES: [C:1]([CH:3]=[C:4]([C:15]1[CH:16]=[CH:17][C:18]([O:25][CH3:26])=[C:19]([NH:21][C:22](=[O:24])[CH3:23])[CH:20]=1)[C:5]1[CH:10]=[CH:9][C:8]([O:11][CH3:12])=[C:7]([O:13][CH3:14])[CH:6]=1)#[N:2].N[C:28]1C=C(C(C2C=CC(OC)=C(OCC)C=2)=CC#N)C=CC=1OC.C(Cl)(=O)C>CCCCCC>[C:1]([CH:3]=[C:4]([C:15]1[CH:16]=[CH:17][C:18]([O:25][CH3:26])=[C:19]([NH:21][C:22](=[O:24])[CH3:23])[CH:20]=1)[C:5]1[CH:10]=[CH:9][C:8]([O:11][CH3:12])=[C:7]([O:13][CH2:14][CH3:28])[CH:6]=1)#[N:2]. Procedure details: N-{5-[2-Cyano-1-(3-ethoxy-4-methoxy-phenyl)-vinyl]-2-methoxy-phenyl}-acetamide (E and Z isomers) were prepared analogously to N-{5-[2-cyano-1-(3,4-dimethoxy-phenyl)-vinyl]-2-methoxy-phenyl}-acetamide using 3-(3-amino-4-methoxy-phenyl)-3-(3-ethoxy-4-methoxy-phenyl)-acrylonitrile (0.4 g, 1.1 mmol) and acetyl chloride (1.1 mL). The crude product was slurried with hexane to give N-{5-[2-cyano-1-(3-ethoxy-4-methoxy-phenyl)-vinyl]-2-methoxy-phenyl}-acetamide (0.2 g, 41%) as a white solid: mp 155-157° ...